This data is from the Open Reaction Database (ORD), a public repository of structured organic reaction records. The task is: describe an organic reaction: reactants, conditions, products, and yield The reactants are CI, Cc1ccccc1, [H-], [Na+], CC(=O)NCc1cccc(-c2ccccc2)c1. Yields the product CC(=O)N(C)Cc1cccc(-c2ccccc2)c1. Reaction SMILES: [CH3:20][I:21].[CH3:22][c:23]1[cH:24][cH:25][cH:26][cH:27][cH:28]1.[H-:19].[Na+:18].[c:1]1(-[c:12]2[cH:13][cH:14][cH:15][cH:16][cH:17]2)[cH:2][c:3]([CH2:7][NH:8][C:9]([CH3:10])=[O:11])[cH:4][cH:5][cH:6]1>>[c:1]1(-[c:12]2[cH:13][cH:14][cH:15][cH:16][cH:17]2)[cH:2][c:3]([CH2:7][N:8]([C:9]([CH3:10])=[O:11])[CH3:20])[cH:4][cH:5][cH:6]1. Reactants: C(CCC)[Li] (n-butyl lithium), C(C)(C)(C)OC(C(=C)CN(CC1=CC=CC=C1)CC1=CC=CC=C1)=O (2-(dibenzylaminomethyl)-propenoic acid t-butyl ester), Cl (hydrochloric acid), C(C)(C)NC(C)C (diisopropylamine), solution, C1(CCCC1)C(=O)O (cyclopentanecarboxylic acid). Solvent: O1CCCC1 (tetrahydrofuran), O1CCCC1 (tetrahydrofuran), O1CCCC1 (tetrahydrofuran). Run at temperature -20 celsius, time 1 hour. Yields the product C(C)(C)(C)OC(C(CC1(CCCC1)C(=O)O)CN(CC1=CC=CC=C1)CC1=CC=CC=C1)=O (3-(1-carboxycyclopentyl)-2-(dibenzylaminomethyl)propanoic acid t-butyl ester). Isolated yield 57.4%. As a reaction SMILES: C(NC(C)C)(C)C.C([Li])CCC.[CH:13]1([C:18]([OH:20])=[O:19])[CH2:17][CH2:16][CH2:15][CH2:14]1.[C:21]([O:25][C:26](=[O:45])[C:27]([CH2:29][N:30]([CH2:38][C:39]1[CH:44]=[CH:43][CH:42]=[CH:41][CH:40]=1)[CH2:31][C:32]1[CH:37]=[CH:36][CH:35]=[CH:34][CH:33]=1)=[CH2:28])([CH3:24])([CH3:23])[CH3:22].Cl>O1CCCC1>[C:21]([O:25][C:26](=[O:45])[CH:27]([CH2:29][N:30]([CH2:38][C:39]1[CH:40]=[CH:41][CH:42]=[CH:43][CH:44]=1)[CH2:31][C:32]1[CH:37]=[CH:36][CH:35]=[CH:34][CH:33]=1)[CH2:28][C:13]1([C:18]([OH:20])=[O:19])[CH2:17][CH2:16][CH2:15][CH2:14]1)([CH3:22])([CH3:23])[CH3:24]. Procedure details: To a stirred solution of diisopropylamine (14.98 g, 20.75 ml, 148 mmole) in dry tetrahydrofuran (250 ml) cooled to -30° C. under nitrogen, was added dropwise, n-butyl lithium (59.3 ml of a 2.5M solution, 148 mmole), keeping the temperature below -20° C. The reaction was stirred at -20° C. for 1 hour, then cooled to -30° C. and cyclopentanecarboxylic acid (8.05 g, 7.65 ml, 70.6 mmole) added dropwise in a small amount of dry tetrahydrofuran. The reaction mixture was stirred at 0° C. for two hours,... RXN SMILES: CN(C=O)C.[H-].[Na+].[Si:8]([O:15][CH2:16][CH:17]1[CH2:22][CH2:21][CH2:20][CH2:19][NH:18]1)([C:11]([CH3:14])([CH3:13])[CH3:12])([CH3:10])[CH3:9].[CH2:23](Br)[C:24]1[CH:29]=[CH:28][CH:27]=[CH:26][CH:25]=1>C1COCC1>[CH2:23]([N:18]1[CH2:19][CH2:20][CH2:21][CH2:22][CH:17]1[CH2:16][O:15][Si:8]([C:11]([CH3:14])([CH3:13])[CH3:12])([CH3:10])[CH3:9])[C:24]1[CH:29]=[CH:28][CH:27]=[CH:26][CH:25]=1 |f:1.2|. The solvent is C1CCOC1 (THF). Reactants: CN(C)C=O (DMF), [H-].[Na+] (sodium hydride), CN(C)C=O (DMF), [Si](C)(C)(C(C)(C)C)OCC1NCCCC1 (2-(tert-butyldimethylsilyloxymethyl)piperidine), C(C1=CC=CC=C1)Br (benzyl bromide). Procedure: To a DMF (4 ml) solution of 60% sodium hydride (0.21 g, 5.2 mmol) was dropwise added a DMF (4 ml) solution of 2-(tert-butyldimethylsilyloxymethyl)piperidine (1.00 g, 4.4 mmol) at room temperature. The mixture was stirred at room temperature for 30 min., to which was then dropwise added a THF (1 ml) solution of benzyl bromide (0.75 g, 4.4 mmol). After stirring at room temperature for additional 30 min., a reaction solution was poured onto water followed by extraction with diethyl ether (30 ml). T... Yields the product C(C1=CC=CC=C1)N1C(CCCC1)CO[Si](C)(C)C(C)(C)C (1-Benzyl-2-(tert-butyldimethylsilyloxymethyl)piperidine). Reaction conditions: time 30 minute. Isolated yield 92.5%. Reactants: BrC1=CC(=CC=2N(C(=NC21)C)CC2=C(C(=CC=C2)C(F)(F)F)C)N2CCOCC2 (4-bromo-2-methyl-1-{[2-methyl-3-(trifluoromethyl)phenyl]methyl}-6-(4-morpholinyl)-1H-benzimidazole), C([O-])([O-])=O.[Na+].[Na+] (sodium carbonate), C(=O)(C(F)(F)F)O (TFA), Example 62, O1C=C(C=C1)B(O)O (3-furanyl boronic acid). The reagents and catalysts are C1=CC=C(C=C1)P([C-]2C=CC=C2)C3=CC=CC=C3.C1=CC=C(C=C1)P([C-]2C=CC=C2)C3=CC=CC=C3.Cl[Pd]Cl.[Fe+2].C(Cl)Cl (PdCl2(dppf) CH2Cl2). Run in O (water), O (water), C(C)#N (Acetonitrile), O (Water), COCCOC (1,2-Dimethoxyethane). The product is O1C=C(C=C1)C1=CC(=CC=2N(C(=NC21)C)CC2=C(C(=CC=C2)C(F)(F)F)C)N2CCOCC2 (4-(3-furanyl)-2-methyl-1-{[2-methyl-3-(trifluoromethyl)phenyl]methyl}-6-(4-morpholinyl)-1H-benzimidazole). Isolated yield 14.1%. RXN SMILES: Br[C:2]1[C:10]2[N:9]=[C:8]([CH3:11])[N:7]([CH2:12][C:13]3[CH:18]=[CH:17][CH:16]=[C:15]([C:19]([F:22])([F:21])[F:20])[C:14]=3[CH3:23])[C:6]=2[CH:5]=[C:4]([N:24]2[CH2:29][CH2:28][O:27][CH2:26][CH2:25]2)[CH:3]=1.[O:30]1[CH:34]=[CH:33][C:32](B(O)O)=[CH:31]1.C(=O)([O-])[O-].[Na+].[Na+].C(O)(C(F)(F)F)=O>COCCOC.O.C1C=CC(P(C2C=CC=CC=2)[C-]2C=CC=C2)=CC=1.C1C=CC(P(C2C=CC=CC=2)[C-]2C=CC=C2)=CC=1.Cl[Pd]Cl.[Fe+2].C(Cl)Cl.C(#N)C>[O:30]1[CH:34]=[CH:33][C:32]([C:2]2[C:10]3[N:9]=[C:8]([CH3:11])[N:7]([CH2:12][C:13]4[CH:18]=[CH:17][CH:16]=[C:15]([C:19]([F:22])([F:21])[F:20])[C:14]=4[CH3:23])[C:6]=3[CH:5]=[C:4]([N:24]3[CH2:25][CH2:26][O:27][CH2:28][CH2:29]3)[CH:3]=2)=[CH:31]1 |f:2.3.4,8.9.10.11.12|. Procedure: A mixture of 4-bromo-2-methyl-1-{[2-methyl-3-(trifluoromethyl)phenyl]methyl}-6-(4-morpholinyl)-1H-benzimidazole, prepared as described in Example 62 (200 mg, 0.427 mmol), 3-furanyl boronic acid (47.8 mg, 0.427 mmol), sodium carbonate (91 mg, 0.854 mmol) and PdCl2(dppf)-CH2Cl2 adduct (34.9 mg, 0.043 mmol) in 1,2-Dimethoxyethane (DME) (2.5 mL) and Water (0.5 mL) was irradiated in a microwave reactor for 1 h at 100° C. The mixture was poured into water and extracted with EtOAc. The organic phase wa... Reactants: NC1=C(/C=C/C(=O)OC)C=CC(=C1)Cl (methyl trans-2-amino-4-chlorocinnamate), N1=CC=CC=C1 (pyridine), ClC(=O)OCC (ethyl chloroformate), ClCCl (dichloromethane), 2h. The reagents and catalysts are CN(C1=CC=NC=C1)C (4-dimethylaminopridine). Product: ClC1=CC=C2C(=C(NC2=C1)C(=O)C1=NC=CC(=C1)C)CC(=O)O ([6-Chloro-2-(4-methylpyridine-2-Carbonyl)-1H-indol-3-yl]acetic Acid). Yield: 92.0%. Reaction SMILES: [NH2:1][C:2]1[CH:13]=[C:12]([Cl:14])[CH:11]=[CH:10][C:3]=1/[CH:4]=[CH:5]/[C:6]([O:8]C)=[O:7].[N:15]1[CH:20]=[CH:19][CH:18]=[CH:17][CH:16]=1.ClC([O:24][CH2:25][CH3:26])=O.Cl[CH2:28]Cl>CN(C)C1C=CN=CC=1>[Cl:14][C:12]1[CH:13]=[C:2]2[C:3]([C:4]([CH2:5][C:6]([OH:8])=[O:7])=[C:26]([C:25]([C:16]3[CH:17]=[C:18]([CH3:28])[CH:19]=[CH:20][N:15]=3)=[O:24])[NH:1]2)=[CH:10][CH:11]=1. Procedure details: To a stirred solution of methyl trans-2-amino-4-chlorocinnamate (R. W. Carling et al., J. Med. Chem. 1993, 36, 3397., 32.6 g, 0.15 mol), pyridine (14.9 ml, 0.17 mol) and 4-dimethylaminopridine (0.5 g) in dichloromethane (500 ml) was added dropwise ethyl chloroformate (16.2 ml, 0.17 mol) at room temperature. After stirring for 2h, the mixture was concentrated. The residue was diluted in ethyl acetate (1000 ml) and washed with 10% aqueous citric acid (500 ml). The organic layer was successively wa... The reactants are BrC=1SC2=C(N1)C=C(C(=C2OS(=O)(=O)C(F)(F)F)[C@@H](C(=O)OCC)OC(C)(C)C)C ((S)-ethyl 2-(2-bromo-5-methyl-7-(trifluoromethylsulfonyloxy)benzo[d]thiazol-6-yl)-2-tert-butoxyacetate), [NH4+].[Cl-] (NH4Cl), CCOC(=O)C (EtOAc). Run at temperature 45 celsius, time 2.5 hour. Reaction SMILES: Br[C:2]1[S:3][C:4]2[C:10]([O:11][S:12]([C:15]([F:18])([F:17])[F:16])(=[O:14])=[O:13])=[C:9]([C@H:19]([O:25][C:26]([CH3:29])([CH3:28])[CH3:27])[C:20]([O:22][CH2:23][CH3:24])=[O:21])[C:8]([CH3:30])=[CH:7][C:5]=2[N:6]=1.[NH4+].[Cl-].[CH3:33][CH2:34][O:35][C:36](C)=[O:37]>CN(C=O)C.[Cu](I)I.C1C=CC([P]([Pd]([P](C2C=CC=CC=2)(C2C=CC=CC=2)C2C=CC=CC=2)([P](C2C=CC=CC=2)(C2C=CC=CC=2)C2C=CC=CC=2)[P](C2C=CC=CC=2)(C2C=CC=CC=2)C2C=CC=CC=2)(C2C=CC=CC=2)C2C=CC=CC=2)=CC=1>[C:26]([O:25][C@@H:19]([C:9]1[C:8]([CH3:30])=[CH:7][C:5]2[N:6]=[C:2]([C:36]([O:35][CH2:34][CH3:33])=[O:37])[S:3][C:4]=2[C:10]=1[O:11][S:12]([C:15]([F:18])([F:17])[F:16])(=[O:14])=[O:13])[C:20]([O:22][CH2:23][CH3:24])=[O:21])([CH3:29])([CH3:28])[CH3:27] |f:1.2,^1:50,52,71,90|. Procedure details: To a a solution of (S)-ethyl 2-(2-bromo-5-methyl-7-(trifluoromethylsulfonyloxy)benzo[d]thiazol-6-yl)-2-tert-butoxyacetate (32) (1.07 g, 2.00 mmol) in DMF (10 mL) was added tributyl(1-ethoxyvinyl)starmane (867 mg, 2.40 mmol), copper iodide (38 mg, 0.20 mmol), and Pd(PPh3)4 (116 mg, 0.10 mmol). The reaction mixture was stirred at 45° C. for 2.5 h. A saturated solution of NH4Cl was added and EtOAc. The layers were separated, and the aqueous layer was extracted with EtOAc. The combined organic layer... Product: C(C)(C)(C)O[C@H](C(=O)OCC)C1=C(C2=C(N=C(S2)C(=O)OCC)C=C1C)OS(=O)(=O)C(F)(F)F ((S)-ethyl 6-(1-tert-butoxy-2-ethoxy-2-oxoethyl)-5-methyl-7-(trifluoromethylsulfonyloxy)benzo[d]thiazole-2-carboxylate). The solvent is CN(C)C=O (DMF). The reagents and catalysts are [Cu](I)I (copper iodide), C=1C=CC(=CC1)[P](C=2C=CC=CC2)(C=3C=CC=CC3)[Pd]([P](C=4C=CC=CC4)(C=5C=CC=CC5)C=6C=CC=CC6)([P](C=7C=CC=CC7)(C=8C=CC=CC8)C=9C=CC=CC9)[P](C=1C=CC=CC1)(C=1C=CC=CC1)C=1C=CC=CC1 (Pd(PPh3)4).